This data is from the Open Reaction Database (ORD), a public repository of structured organic reaction records. The task is: describe an organic reaction: reactants, conditions, products, and yield Reactants: C(C)(C)OC1=CC=C(C(=O)O)C=C1 (4-isopropoxybenzoic acid), NCC=1C=C(C=CC1OC)CC(C(=O)OCC)OC(C)C (ethyl 3-[3-(aminomethyl)-4-methoxyphenyl]-2-isopropoxypropanoate). Product: C(C)(C)OC(C(=O)O)CC1=CC(=C(C=C1)OC)CNC(C1=CC=C(C=C1)OC(C)C)=O (2-isopropoxy-3-[3-[(4-isopropoxybenzoyl)amino]methyl-4-methoxyphenyl)propanoic acid). Reaction SMILES: [CH:1]([O:4][C:5]1[CH:13]=[CH:12][C:8]([C:9]([OH:11])=O)=[CH:7][CH:6]=1)([CH3:3])[CH3:2].[NH2:14][CH2:15][C:16]1[CH:17]=[C:18]([CH2:24][CH:25]([O:31][CH:32]([CH3:34])[CH3:33])[C:26]([O:28]CC)=[O:27])[CH:19]=[CH:20][C:21]=1[O:22][CH3:23]>>[CH:32]([O:31][CH:25]([CH2:24][C:18]1[CH:19]=[CH:20][C:21]([O:22][CH3:23])=[C:16]([CH2:15][NH:14][C:9](=[O:11])[C:8]2[CH:7]=[CH:6][C:5]([O:4][CH:1]([CH3:2])[CH3:3])=[CH:13][CH:12]=2)[CH:17]=1)[C:26]([OH:28])=[O:27])([CH3:34])[CH3:33]. Reported procedure: Using 4-isopropoxybenzoic acid and ethyl 3-[3-(aminomethyl)-4-methoxyphenyl]-2-isopropoxypropanoate, 2-isopropoxy-3-[3-[(4-isopropoxybenzoyl)amino]methyl-4-methoxyphenyl)propanoic acid was obtained in the same manner as in Example 19d) and then in Example 19e).